Dataset: the Open Reaction Database (ORD), a public repository of structured organic reaction records. Task: describe an organic reaction: reactants, conditions, products, and yield The product is C(C)(=O)NC=1C=CC(=C2CCCC(C12)=O)C (8-Acetylamino-5-methyl-1-tetralone). The reactants are CC1=C2CCCC(C2=C(C=C1)[N+](=O)[O-])=O (5-Methyl-8-nitro-1-tetralone), [H][H] (hydrogen), C(C)(=O)OC(C)=O (acetic anhydride). Reagents/catalysts: [Pd] (palladium-on-carbon). Procedure details: The compound prepared in (5) above (2.5 gm) was dissolved into a mixed solvent of 50 ml of acetic acid and 50 ml of acetic anhydride. The mixture was catalytically hydrogenated for 1 hour in a hydrogen stream with the addition of 800 mg of 10% palladium-on-carbon. After removing the catalyst by filtration, the reaction mixture was concentrated. The residue was subjected to silica gel column chromatography using chloroform as an eluant to obtain fractions containing the target compound. The fract... As a reaction SMILES: [CH3:1][C:2]1[CH:11]=[CH:10][C:9]([N+:12]([O-])=O)=[C:8]2[C:3]=1[CH2:4][CH2:5][CH2:6][C:7]2=[O:15].[C:16](OC(=O)C)(=[O:18])[CH3:17].[H][H]>[Pd].C(O)(=O)C>[C:16]([NH:12][C:9]1[CH:10]=[CH:11][C:2]([CH3:1])=[C:3]2[C:8]=1[C:7](=[O:15])[CH2:6][CH2:5][CH2:4]2)(=[O:18])[CH3:17]. Solvent: C(C)(=O)O (acetic acid).